Dataset: the Open Reaction Database (ORD), a public repository of structured organic reaction records. Task: describe an organic reaction: reactants, conditions, products, and yield Reactants: O (water), C(C1=CC=CC=C1)NC1=C(C=NC(=C1)NC1=CC=C(C=C1)NS(=O)(=O)CCCCl)CC(=O)N (4-(benzylamino)-6-({4-[(3-chloropropylsulfonyl)amino]phenyl}amino)pyridine-3-carboxyamide), C(C1=CC=CC=C1)NC1=C(C=NC(=C1)NC1=CC=C(C=C1)NS(=O)(=O)CCCCl)CC(=O)N (4-(benzylamino)-6-({4-[(3-chloropropylsulfonyl)amino]phenyl}amino)pyridine-3-carboxyamide), C([O-])([O-])=O.[K+].[K+] (potassium carbonate). The solvent is C(C)#N (acetonitrile), C(C)NCC (diethylamine). Conditions: temperature 80 celsius, time 1 hour. Yields the product C(C1=CC=CC=C1)NC1=C(C=NC(=C1)NC1=CC=C(C=C1)N1S(CCC1)(=O)=O)CC(=O)N (4-(benzylamino)-6-{[4-(1,1-dioxo-1,2-thiazolidin-2-yl)phenyl]amino}pyridine-3-carboxyamide). Yield: 108.1%. RXN SMILES: [CH2:1]([NH:8][C:9]1[CH:14]=[C:13]([NH:15][C:16]2[CH:21]=[CH:20][C:19]([NH:22][S:23]([CH2:26][CH2:27][CH2:28]Cl)(=[O:25])=[O:24])=[CH:18][CH:17]=2)[N:12]=[CH:11][C:10]=1[CH2:30][C:31]([NH2:33])=[O:32])[C:2]1[CH:7]=[CH:6][CH:5]=[CH:4][CH:3]=1.C(=O)([O-])[O-].[K+].[K+].O>C(#N)C.C(NCC)C>[CH2:1]([NH:8][C:9]1[CH:14]=[C:13]([NH:15][C:16]2[CH:21]=[CH:20][C:19]([N:22]3[CH2:28][CH2:27][CH2:26][S:23]3(=[O:25])=[O:24])=[CH:18][CH:17]=2)[N:12]=[CH:11][C:10]=1[CH2:30][C:31]([NH2:33])=[O:32])[C:2]1[CH:7]=[CH:6][CH:5]=[CH:4][CH:3]=1 |f:1.2.3|. Reported procedure: 12 mg of 4-(benzylamino)-6-({4-[(3-chloropropylsulfonyl)amino]phenyl}amino)pyridine-3-carboxyamide (the compound of Example 306) was dissolved in 1 mL of acetonitrile, to which 0.2 mL of diethylamine and 7 mg of potassium carbonate were added, and stirred at 80° C. for 1 hour. After cooling, water was added to the reaction mixture, extracted with chloroform, the extract was washed with saturated saline, and dried on anhydrous sodium sulfate. The solvent was evaporated, and the residue was purifi... The reactants are O=c1ccccn1C(=S)n1ccccc1=O, COc1cc(N)ccc1-c1cnn(C)c1, ClCCl. Product: COc1cc(N=C=S)ccc1-c1cnn(C)c1. As a reaction SMILES: [C:16](=[S:17])([n:18]1[cH:19][cH:20][cH:21][cH:22][c:23]1=[O:24])[n:25]1[cH:26][cH:27][cH:28][cH:29][c:30]1=[O:31].[CH3:1][O:2][c:3]1[cH:4][c:5]([NH2:6])[cH:7][cH:8][c:9]1-[c:10]1[cH:11][n:12][n:13]([CH3:15])[cH:14]1.[Cl:32][CH2:33][Cl:34]>>[CH3:1][O:2][c:3]1[cH:4][c:5]([N:6]=[C:16]=[S:17])[cH:7][cH:8][c:9]1-[c:10]1[cH:11][n:12][n:13]([CH3:15])[cH:14]1. Starting materials: C(C)(C)(C)OC(CC(CF)(O)COC(C)(C)C)=O (3-tert-butoxymethyl-4-fluoro-3-hydroxybutyric acid tert-butyl ester). Solvent: FC(C(=O)O)(F)F (trifluoroacetic acid). The product is FCC1(CC(OC1)=O)O (4-fluoromethyl-4-hydroxy-dihydro-furan-2-one). Isolated yield 96.6%. As a reaction SMILES: C(O[C:6](=[O:18])[CH2:7][C:8]([CH2:12][O:13]C(C)(C)C)([OH:11])[CH2:9][F:10])(C)(C)C>FC(F)(F)C(O)=O>[F:10][CH2:9][C:8]1([OH:11])[CH2:12][O:13][C:6](=[O:18])[CH2:7]1. Procedure details: A solution of 17.47 g crude 3-tert-butoxymethyl-4-fluoro-3-hydroxybutyric acid tert-butyl ester (from 64.85 mmol 1-tert-butoxy-3-fluoro-propan-2-one) in 20 mL trifluoroacetic acid was stirred at 40° C. for 30 min. The resulting brown solution was evaporated and the residue subjected to bulb-to-bulb distillation at 150-160° C./0.4 mbar to provide 8.40 g (96.6% from 1-tert-butoxy-3-fluoro-propan-2-one) 4-fluoromethyl-4-hydroxy-dihydro-furan-2-one as yellow oil. 1H-NMR (CDCl3, 300 MHz): 4.46 (d, J=... Reactants: Cl.ClCCN1CCOCC1 (4-(2-Chloro-ethyl)-morpholine hydrochloride), NC1=CC=C(C=C1)O (4-aminophenol), [OH-].[Na+] (sodium hydroxide). Run in CN(C)C=O (DMF). Run at time 23.5 hour. Yields the product N1(CCOCC1)CCOC1=CC=C(C=C1)N (4-(2-Morpholin-4-yl-ethoxy)-phenylamine). RXN SMILES: Cl.Cl[CH2:3][CH2:4][N:5]1[CH2:10][CH2:9][O:8][CH2:7][CH2:6]1.[NH2:11][C:12]1[CH:17]=[CH:16][C:15]([OH:18])=[CH:14][CH:13]=1.[OH-].[Na+]>CN(C=O)C>[N:5]1([CH2:4][CH2:3][O:18][C:15]2[CH:16]=[CH:17][C:12]([NH2:11])=[CH:13][CH:14]=2)[CH2:10][CH2:9][O:8][CH2:7][CH2:6]1 |f:0.1,3.4|. Reported procedure: 4-(2-Chloro-ethyl)-morpholine hydrochloride (4.2 g, 22 mmol, 1.2 equiv) is added in one portion to a mixture of 4-aminophenol (2 g, 18.3 mmol) and finely powdered sodium hydroxide (1.87 g, 45.8 mmol, 2.5 equiv) in DMF (32 mL), under an argon atmosphere. The reaction mixture is stirred for 23.5 h at RT. The resulting dark suspension is filtered. The filtrate is diluted with DCM (200 ml) and washed with brine (2×60 mL). The organic phase is dried (sodium sulfate), filtered and concentrated. Purifi...